This data is from the Open Reaction Database (ORD), a public repository of structured organic reaction records. The task is: describe an organic reaction: reactants, conditions, products, and yield Starting materials: NC(=O)CC1=CC=C(C=C1)CNC([C@H](NC(=O)OCC(C)C)CCCNC(=O)OCC1=CC=CC=C1)=O ((R)-N-[[4-(aminocarbonylmethyl)phenyl]methyl]-N2 -[(2,2-dimethylethoxy)carbonyl]-N5 -(phenylmethoxycarbonyl)-ornithinamide), FC(C(=O)O)(F)F (trifluoroacetic acid). Product: NC(=O)CC1=CC=C(C=C1)CNC([C@H](N)CCCNC(=O)OCC1=CC=CC=C1)=O.FC(C(=O)[O-])(F)F ((R)-N-[[4-(Aminocarbonylmethyl)phenyl]methyl]-N5 -(phenylmethoxycarbonyl)-ornithinamide trifluoroacetate). Reaction SMILES: [NH2:1][C:2]([CH2:4][C:5]1[CH:10]=[CH:9][C:8]([CH2:11][NH:12][C:13](=[O:37])[C@@H:14]([CH2:23][CH2:24][CH2:25][NH:26][C:27]([O:29][CH2:30][C:31]2[CH:36]=[CH:35][CH:34]=[CH:33][CH:32]=2)=[O:28])[NH:15]C(OCC(C)C)=O)=[CH:7][CH:6]=1)=[O:3].[F:38][C:39]([F:44])([F:43])[C:40]([OH:42])=[O:41]>>[NH2:1][C:2]([CH2:4][C:5]1[CH:10]=[CH:9][C:8]([CH2:11][NH:12][C:13](=[O:37])[C@@H:14]([CH2:23][CH2:24][CH2:25][NH:26][C:27]([O:29][CH2:30][C:31]2[CH:32]=[CH:33][CH:34]=[CH:35][CH:36]=2)=[O:28])[NH2:15])=[CH:7][CH:6]=1)=[O:3].[F:38][C:39]([F:44])([F:43])[C:40]([O-:42])=[O:41] |f:2.3|. Procedure: Prepared analogously to Example if) from (R)-N-[[4-(aminocarbonylmethyl)phenyl]methyl]-N2 -[(2,2-dimethylethoxy)carbonyl]-N5 -(phenylmethoxycarbonyl)-ornithinamide and trifluoroacetic acid in a quantitative yield. Colourless, amorphous substance which was used in the following step without purification. Reactants: Cl.CC1=NC2=CC=CC=C2C=C1C(=O)O (2-methyl-3-quinolinecarboxylic acid hydrochloride), [O-]Cl.[Na+] (NaOCl), O (H2O). Reagents/catalysts: [Co]=O (cobalt oxide). Run in ClCl (chlorine), [OH-].[Na+] (NaOH), ClCl (chlorine), [OH-].[Na+] (NaOH). Reaction conditions: temperature 65 celsius. The product is N1=C(C(=CC2=CC=CC=C12)C(=O)O)C(=O)O (2,3-quinolinedicarboxylic acid). Isolated yield 77.0%. RXN SMILES: [OH2:1].Cl.[CH3:3][C:4]1[C:13]([C:14]([OH:16])=[O:15])=[CH:12][C:11]2[C:6](=[CH:7][CH:8]=[CH:9][CH:10]=2)[N:5]=1.[O-:17]Cl.[Na+]>ClCl.[OH-].[Na+].[Co]=O>[N:5]1[C:6]2[C:11](=[CH:10][CH:9]=[CH:8][CH:7]=2)[CH:12]=[C:13]([C:14]([OH:16])=[O:15])[C:4]=1[C:3]([OH:17])=[O:1] |f:1.2,3.4,6.7|. Procedure: To a reactor is added 30 ml of H2O and 15 g of 50% aqueous NaOH. The solution is heated to 65° C. and 3.85 g (0.051 mol) of cobalt oxide and 5 g (0.022 mol) of 2-methyl-3-quinolinecarboxylic acid hydrochloride are added with stirring. A chilled solution of 13 g (0.18 mol) of chlorine in 40 g of chlorine in 40 g of 25% aqueous NaOH (~24% aqueous NaOCl) is added over 3 hours. The solution is then stirred for 15 hours and an additional aliquot of 24% aqueous NaOCl (0.36 mol total) is added over 3 h... Reactants: IC1=CC=C(C=C1)O (4-iodophenol), ClC1=NC(=CC(=N1)OC)OC (2-chloro-4,6-dimethoxypyrimidine), [H-].[Na+] (sodium hydride). Product: IC1=CC=C(OC2=NC(=CC(=N2)OC)OC)C=C1 (2-(4-iodophenoxy)-4,6-dimethoxypyrimidine). Isolated yield 88.7%. RXN SMILES: [I:1][C:2]1[CH:7]=[CH:6][C:5]([OH:8])=[CH:4][CH:3]=1.Cl[C:10]1[N:15]=[C:14]([O:16][CH3:17])[CH:13]=[C:12]([O:18][CH3:19])[N:11]=1.[H-].[Na+]>>[I:1][C:2]1[CH:7]=[CH:6][C:5]([O:8][C:10]2[N:15]=[C:14]([O:16][CH3:17])[CH:13]=[C:12]([O:18][CH3:19])[N:11]=2)=[CH:4][CH:3]=1 |f:2.3|. Procedure details: In the same manner as in Reference Example 8, 4-iodophenol (223 mg) and 2-chloro-4,6-dimethoxypyrimidine (192 mg) were reacted by using sodium hydride to obtain 2-(4-iodophenoxy)-4,6-dimethoxypyrimidine (322 mg). RXN SMILES: [C:1](#[N:2])[CH2:3][C:4](=[O:5])[OH:6].[Cl:43][CH2:44][Cl:45].[Cl:7][C:8]([C:9]([Cl:10])=[O:11])=[O:12].[NH2:13][CH:14]1[CH2:15][CH2:16][N:17]([c:20]2[n:21][c:22]([NH:27][c:28]3[cH:29][cH:30][c:31]([N:34]4[CH2:35][CH2:36][N:37]([C:40]([CH3:41])=[O:42])[CH2:38][CH2:39]4)[cH:32][cH:33]3)[n:23][cH:24][c:25]2[F:26])[CH2:18][CH2:19]1.[O:46]=[CH:47][N:48]([CH3:49])[CH3:50]>>[C:1](#[N:2])[CH2:3][C:4](=[O:6])[NH:13][CH:14]1[CH2:15][CH2:16][N:17]([c:20]2[n:21][c:22]([NH:27][c:28]3[cH:29][cH:30][c:31]([N:34]4[CH2:35][CH2:36][N:37]([C:40]([CH3:41])=[O:42])[CH2:38][CH2:39]4)[cH:32][cH:33]3)[n:23][cH:24][c:25]2[F:26])[CH2:18][CH2:19]1. The reactants are N#CCC(=O)O, ClCCl, O=C(Cl)C(=O)Cl, CC(=O)N1CCN(c2ccc(Nc3ncc(F)c(N4CCC(N)CC4)n3)cc2)CC1, CN(C)C=O. Yields the product CC(=O)N1CCN(c2ccc(Nc3ncc(F)c(N4CCC(NC(=O)CC#N)CC4)n3)cc2)CC1. Reaction conditions: temperature 80 celsius. As a reaction SMILES: Cl.[N:2]1([C@@H:7]2[CH2:12][CH2:11][CH2:10][CH2:9][C@H:8]2[NH2:13])[CH:6]=[CH:5][CH:4]=[CH:3]1.O=[C:15]1[CH2:20][CH2:19][N:18]([C:21]([O:23][C:24]([CH3:27])([CH3:26])[CH3:25])=[O:22])[CH2:17][CH2:16]1.C(O)(=O)/C=C\C(O)=O>C(O)C>[CH:6]1[N:2]2[C@H:7]3[C@H:8]([NH:13][C:15]4([CH2:20][CH2:19][N:18]([C:21]([O:23][C:24]([CH3:27])([CH3:26])[CH3:25])=[O:22])[CH2:17][CH2:16]4)[C:3]2=[CH:4][CH:5]=1)[CH2:9][CH2:10][CH2:11][CH2:12]3 |f:0.1|. The product is C1=CC=C2N1[C@@H]1CCCC[C@H]1NC21CCN(CC1)C(=O)OC(C)(C)C (trans-tert-butyl 5a′,6′,7′,8′,9′,9a′-hexahydro-5′H-spiro[piperidine-4,4′-pyrrolo[1,2-a]quinoxaline]-1-carboxylate). Procedure: trans-2-(1H-Pyrrol-1-yl)cyclohexanamine hydrogen chloride (989 mg, 4.93 mmol), tert-butyl 4-oxopiperidine-1-carboxylate (982 mg, 4.93 mmol), and maleic acid (56.2 mg, 0.493 mmol) were combined in ethanol (12 mL). The reaction mixture was heated at 80° C. for 4 hours. The reaction mixture was cooled to room temperature and the solvent was evaporated. The residue was dissolved in dichloromethane and was then purified on 80 g of silica gel utilizing a gradient of 0-10% methanol in dichloromethane t... The reactants are Cl.N1(C=CC=C1)[C@H]1[C@@H](CCCC1)N (trans-2-(1H-Pyrrol-1-yl)cyclohexanamine hydrogen chloride), O=C1CCN(CC1)C(=O)OC(C)(C)C (tert-butyl 4-oxopiperidine-1-carboxylate), C(\C=C/C(=O)O)(=O)O (maleic acid). Solvent: C(C)O (ethanol). Starting materials: ClC1=C(OCC2CO2)C=CC=C1 (1-(2-chlorophenoxy)-2,3-epoxypropane), NC1CC2=CC=CC=C2CC1 (2-aminotetralin). The solvent is C(C)O (ethanol). Yields the product C1C(CCC2=CC=CC=C12)NCC(COC1=C(C=CC=C1)Cl)O (N-(1,2,3,4-tetrahydronaphth-2-yl)-2-hydroxy-3-(2-chlorophenoxy)propanamine). The yield is 31.7%. RXN SMILES: [Cl:1][C:2]1[CH:12]=[CH:11][CH:10]=[CH:9][C:3]=1[O:4][CH2:5][CH:6]1[O:8][CH2:7]1.[NH2:13][CH:14]1[CH2:23][CH2:22][C:21]2[C:16](=[CH:17][CH:18]=[CH:19][CH:20]=2)[CH2:15]1>C(O)C>[CH2:15]1[C:16]2[C:21](=[CH:20][CH:19]=[CH:18][CH:17]=2)[CH2:22][CH2:23][CH:14]1[NH:13][CH2:7][CH:6]([OH:8])[CH2:5][O:4][C:3]1[CH:9]=[CH:10][CH:11]=[CH:12][C:2]=1[Cl:1]. Reported procedure: A solution of 1-(2-chlorophenoxy)-2,3-epoxypropane (2.65 g) prepared by the method described in British Patent 767,991, and 2-aminotetralin (2.1 g) in ethanol (70 ml) is heated to the reflux temperature for 5 hours. Ethanol is then evaporated off and the thus obtained residue is chromatographed on a silica gel column eluting with ethyl acetate. The residue which is obtained upon evaporation to dryness of the combined fractions is crystallized from ethyl acetate (10 ml) yielding 1.5 g of N-(1,2,3...